Dataset: the Open Reaction Database (ORD), a public repository of structured organic reaction records. Task: describe an organic reaction: reactants, conditions, products, and yield Starting materials: NN (hydrazine), C1(=CC=CC=C1)C(C1=CC=CC=C1)(C1=CC=CC=C1)N=C=O (triphenylmethylisocyanate), salt, CCO (EtOH), NN (NH2NH2). Solvent: C1CCOC1 (THF). Conditions: time 8 hour. The product is CN1[C@@H](CCCC1)CO ((S)-(−)-1-Methyl-2-piperidinemethanol). As a reaction SMILES: NN.[C:3]1([C:9]([N:22]=[C:23]=O)(C2C=CC=CC=2)C2C=CC=CC=2)C=[CH:7][CH:6]=[CH:5][CH:4]=1.CC[OH:27]>C1COCC1>[CH3:23][N:22]1[CH2:9][CH2:3][CH2:4][CH2:5][C@H:6]1[CH2:7][OH:27]. Procedure: Following the known procedure of patent EP 0 429 984 A2 (reference example 8). The resolution was identical to the procedure described above except 3 rounds of crystallization were performed. To a mixture of (±)-1-methyl-2-piperidinemethanol (95.6 g, 740 mmol) in EtOH (840 mL) was added dibenzoyl-L-tartaric acid (255 g, 711 mmol). The resulting mixture was slowly heated until a solution was obtained at which time the solution was slowly cooled with gentle stirring. After 12 h the crystals were i... Starting materials: Cl.FC=1C=C(C=CC1C(F)(F)F)[C@H](C)N ((S)-1-(3-fluoro-4-(trifluoromethyl)phenyl)ethanamine hydrochloride), C(C)(C)(C)OC(=O)C1=C(C=CC=C1)C1=CC=C(C=C1)CN1C(=C(C2=CC(=CC=C12)C(=O)O)C)C (1-((2′-(tert-butoxycarbonyl)-[1,1′-biphenyl]-4-yl)methyl)-2,3-dimethyl-1H-indole-5-carboxylic acid). The product is FC=1C=C(C=CC1C(F)(F)F)[C@H](C)NC(=O)C=1C=C2C(=C(N(C2=CC1)CC1=CC=C(C=C1)C=1C(=CC=CC1)C(=O)O)C)C ((S)-4′-((5-((1-(3-fluoro-4-(trifluoromethyl)phenyl)ethyl)carbamoyl)-2,3-dimethyl-1H-indol-1-yl)methyl)-[1,1′-biphenyl]-2-carboxylic acid). As a reaction SMILES: Cl.[F:2][C:3]1[CH:4]=[C:5]([C@@H:13]([NH2:15])[CH3:14])[CH:6]=[CH:7][C:8]=1[C:9]([F:12])([F:11])[F:10].C([O:20][C:21]([C:23]1[CH:28]=[CH:27][CH:26]=[CH:25][C:24]=1[C:29]1[CH:34]=[CH:33][C:32]([CH2:35][N:36]2[C:44]3[C:39](=[CH:40][C:41]([C:45](O)=[O:46])=[CH:42][CH:43]=3)[C:38]([CH3:48])=[C:37]2[CH3:49])=[CH:31][CH:30]=1)=[O:22])(C)(C)C>>[F:2][C:3]1[CH:4]=[C:5]([C@@H:13]([NH:15][C:45]([C:41]2[CH:40]=[C:39]3[C:44](=[CH:43][CH:42]=2)[N:36]([CH2:35][C:32]2[CH:31]=[CH:30][C:29]([C:24]4[C:23]([C:21]([OH:22])=[O:20])=[CH:28][CH:27]=[CH:26][CH:25]=4)=[CH:34][CH:33]=2)[C:37]([CH3:49])=[C:38]3[CH3:48])=[O:46])[CH3:14])[CH:6]=[CH:7][C:8]=1[C:9]([F:11])([F:12])[F:10] |f:0.1|. Procedure details: The title compound was prepared following the same general protocol as described in Step 8-9, Example 1, using the (S)-1-(3-fluoro-4-(trifluoromethyl)phenyl)ethanamine hydrochloride and the 1-((2′-(tert-butoxycarbonyl)-[1,1′-biphenyl]-4-yl)methyl)-2,3-dimethyl-1H-indole-5-carboxylic acid. ESI-MS (m/z): 589 [M+H]+.